This data is from the Open Reaction Database (ORD), a public repository of structured organic reaction records. The task is: describe an organic reaction: reactants, conditions, products, and yield Product: C(C)(C)(C)NC1=C(C(=NC(=C1F)F)N1C=C(C(C2=CC(=C(C(=C12)Cl)F)F)=O)C(=O)OCC)F (ethyl 1-(4-t-butylamino-3,5,6-trifluoropyridin-2-yl)-8-chloro-6,7-difluoro-4-oxo-1,4-dihydroquinoline-3-carboxylate). Run in C(C)(=O)OCC (ethyl acetate). The reactants are CN(C=O)C (N,N-dimethyl-formamide), C(C)(C)(C)NC1=C(C(=NC(=C1F)F)NC=C(C(=O)OCC)C(C1=C(C(=C(C(=C1)F)F)Cl)F)=O)F (ethyl 3-[(4-t-butylamino-3,5,6-trifluoropyridin-2-yl)amino]-2-(3-chloro-2,4,5-trifluorobenzoyl)acrylate), C([O-])([O-])=O.[K+].[K+] (potassium carbonate), ice water. Reaction SMILES: CN(C)C=O.[C:6]([NH:10][C:11]1[C:16]([F:17])=[C:15]([F:18])[N:14]=[C:13]([NH:19][CH:20]=[C:21]([C:27](=[O:38])[C:28]2[CH:33]=[C:32]([F:34])[C:31]([F:35])=[C:30]([Cl:36])[C:29]=2F)[C:22]([O:24][CH2:25][CH3:26])=[O:23])[C:12]=1[F:39])([CH3:9])([CH3:8])[CH3:7].C(=O)([O-])[O-].[K+].[K+]>C(OCC)(=O)C>[C:6]([NH:10][C:11]1[C:16]([F:17])=[C:15]([F:18])[N:14]=[C:13]([N:19]2[C:29]3[C:28](=[CH:33][C:32]([F:34])=[C:31]([F:35])[C:30]=3[Cl:36])[C:27](=[O:38])[C:21]([C:22]([O:24][CH2:25][CH3:26])=[O:23])=[CH:20]2)[C:12]=1[F:39])([CH3:9])([CH3:7])[CH3:8] |f:2.3.4|. Reported procedure: To 6 ml of N,N-dimethyl-formamide solution of 1.14 g of ethyl 3-[(4-t-butylamino-3,5,6-trifluoropyridin-2-yl)amino]-2-(3-chloro-2,4,5-trifluorobenzoyl)acrylate was added 700 mg of potassium carbonate, and the mixture was stirred at room temperature for 3.5 hours. The reaction solution was poured into ice water, and ethyl acetate was added for extraction. The organic layer was separated and dried over magnesium sulfate, and solvent was distilled off. The solid content was collected by filtration ... Conditions: time 3.5 hour. Isolated yield 114.1%.